This data is from the Open Reaction Database (ORD), a public repository of structured organic reaction records. The task is: describe an organic reaction: reactants, conditions, products, and yield The reactants are C1(=CC=CC=C1)P(C1=CC=CC=C1)C1=CC=CC=C1 (triphenylphosphine), BrC(C)\C=C\CC (2-bromo-(E)-3-hexene), C1(=CC=CC=C1)P(C1=CC=CC=C1)C1=CC=CC=C1 (Triphenylphosphine), BrC(C)\C=C\CC (2-bromo-(E)-3-hexene). Solvent: C(C)#N (acetonitrile). Run at time 6 hour. The product is [Br-].CC(\C=C\CC)[P+](C1=CC=CC=C1)(C1=CC=CC=C1)C1=CC=CC=C1 ((1-Methyl-(E)-2-pentenyl) triphenylphosphonium Bromide). As a reaction SMILES: [C:1]1([P:7]([C:14]2[CH:19]=[CH:18][CH:17]=[CH:16][CH:15]=2)[C:8]2[CH:13]=[CH:12][CH:11]=[CH:10][CH:9]=2)[CH:6]=[CH:5][CH:4]=[CH:3][CH:2]=1.[Br:20][CH:21](/[CH:23]=[CH:24]/[CH2:25][CH3:26])[CH3:22]>C(#N)C>[Br-:20].[CH3:22][CH:21]([P+:7]([C:1]1[CH:2]=[CH:3][CH:4]=[CH:5][CH:6]=1)([C:8]1[CH:13]=[CH:12][CH:11]=[CH:10][CH:9]=1)[C:14]1[CH:15]=[CH:16][CH:17]=[CH:18][CH:19]=1)/[CH:23]=[CH:24]/[CH2:25][CH3:26] |f:3.4|. Procedure details: The compound was prepared from triphenylphosphine and 2-bromo-(E)-3-hexene, a compound which was reported previously (Bianchini and Guillemonat, 1968). Triphenylphosphine (1.6 g, 0.0061 mole) and 2-bromo-(E)-3-hexene (1.0 g, 0.0061 mole) were added to 10 ml dry acetonitrile and refluxed for 6 hr. The solvent was removed by rotary evaporation. The thick, sticky liquid product was stirred with dry ether 4 times, with the ether being decanted. After removing further traces of ether by rotary evapor... The reactants are CC(C)(C)OC(=O)Nc1ccc([Sn](C)(C)C)cc1, [Cl-], COc1cccc(-c2nc(OS(=O)(=O)C(F)(F)F)co2)c1, [Li+], C1COCCO1, c1ccc(P(c2ccccc2)(c2ccccc2)[Pd](P(c2ccccc2)(c2ccccc2)c2ccccc2)(P(c2ccccc2)(c2ccccc2)c2ccccc2)P(c2ccccc2)(c2ccccc2)c2ccccc2)cc1. Yields the product COc1cccc(-c2nc(-c3ccc(NC(=O)OC(C)(C)C)cc3)co2)c1. RXN SMILES: [CH3:22][Sn:23]([c:24]1[cH:25][cH:26][c:27]([NH:30][C:31]([O:32][C:33]([CH3:34])([CH3:35])[CH3:36])=[O:37])[cH:28][cH:29]1)([CH3:38])[CH3:39].[Cl-:40].[F:1][C:2]([F:3])([F:4])[S:5]([O:6][c:7]1[n:8][c:9](-[c:12]2[cH:13][c:14]([O:18][CH3:19])[cH:15][cH:16][cH:17]2)[o:10][cH:11]1)(=[O:20])=[O:21].[Li+:41].[O:42]1[CH2:43][CH2:44][O:45][CH2:46][CH2:47]1.[cH:48]1[cH:49][cH:50][c:51]([P:52]([Pd:53]([P:54]([c:55]2[cH:56][cH:57][cH:58][cH:59][cH:60]2)([c:61]2[cH:62][cH:63][cH:64][cH:65][cH:66]2)[c:67]2[cH:68][cH:69][cH:70][cH:71][cH:72]2)([P:73]([c:74]2[cH:75][cH:76][cH:77][cH:78][cH:79]2)([c:80]2[cH:81][cH:82][cH:83][cH:84][cH:85]2)[c:86]2[cH:87][cH:88][cH:89][cH:90][cH:91]2)[P:92]([c:93]2[cH:94][cH:95][cH:96][cH:97][cH:98]2)([c:99]2[cH:100][cH:101][cH:102][cH:103][cH:104]2)[c:105]2[cH:106][cH:107][cH:108][cH:109][cH:110]2)([c:111]2[cH:112][cH:113][cH:114][cH:115][cH:116]2)[c:117]2[cH:118][cH:119][cH:120][cH:121][cH:122]2)[cH:123][cH:124]1>>[c:7]1(-[c:24]2[cH:25][cH:26][c:27]([NH:30][C:31]([O:32][C:33]([CH3:34])([CH3:35])[CH3:36])=[O:37])[cH:28][cH:29]2)[n:8][c:9](-[c:12]2[cH:13][c:14]([O:18][CH3:19])[cH:15][cH:16][cH:17]2)[o:10][cH:11]1. The reactants are CC1=C(N)C=C(C(=C1)N)[N+](=O)[O-] (2-methyl-4-amino-5-nitroaniline), C([O-])([O-])=O.[Ca+2] (calcium carbonate), Br.BrCCNC1=CC=CC=C1 (β-bromoethylaniline hydrobromide). Run in O (water), O (water). Reaction conditions: temperature 0 celsius. Product: O.Br.CC1=C(NCCN)C=C(C(=C1)N)[N+](=O)[O-] (2-methyl-4-amino-5-nitro-N-β-aminoethylaniline hydrobromide monohydrate). As a reaction SMILES: [CH3:1][C:2]1[CH:8]=[C:7]([NH2:9])[C:6]([N+:10]([O-:12])=[O:11])=[CH:5][C:3]=1[NH2:4].C(=O)([O-])[O-].[Ca+2].Br.[Br:19][CH2:20][CH2:21][NH:22]C1C=CC=CC=1>O>[OH2:11].[BrH:19].[CH3:1][C:2]1[CH:8]=[C:7]([NH2:9])[C:6]([N+:10]([O-:12])=[O:11])=[CH:5][C:3]=1[NH:4][CH2:20][CH2:21][NH2:22] |f:1.2,3.4,6.7.8|. Procedure details: A suspension of 0.05 mol (8.35 g) of 2-methyl-4-amino-5-nitroaniline and 0.035 mol (3.5 g) of calcium carbonate in 100 ml of water are first heated on a boiling waterbath, while stirring. 0.07 mol (14.35 g) of β-bromoethylaniline hydrobromide dissolved in 20 ml of water is added a little at a time, while stirring. After the reaction mixture had been heated on a boiling waterbath for 2 hours, it is filtered hot. After the filtrate has been cooled at 0° C. for 24 hours, the expected product, which...